Dataset: the Open Reaction Database (ORD), a public repository of structured organic reaction records. Task: describe an organic reaction: reactants, conditions, products, and yield The reactants are O=C([O-])O, CC(Cl)OC(=O)OC1CCCCC1C, [K+], COc1cc(OCCO)c(F)c(C(Nc2ccc(C(N)=NC(=O)c3ccc(C)cc3)cc2)c2nn(-c3ncccn3)c(=O)[nH]2)c1, CN(C)C=O. Yields the product COc1cc(OCCO)c(F)c(C(Nc2ccc(C(N)=NC(=O)c3ccc(C)cc3)cc2)c2nc(OC(C)OC(=O)OC3CCCCC3C)n(-c3ncccn3)n2)c1. Reaction SMILES: [C:46](=[O:47])([O-:48])[OH:49].[CH3:51][CH:52]1[CH:53]([O:58][C:59]([O:60][CH:61]([CH3:62])[Cl:63])=[O:64])[CH2:54][CH2:55][CH2:56][CH2:57]1.[K+:50].[NH2:1][C:2]([c:3]1[cH:4][cH:5][c:6]([NH:9][CH:10]([c:11]2[n:12][n:13](-[c:17]3[n:18][cH:19][cH:20][cH:21][n:22]3)[c:14](=[O:16])[nH:15]2)[c:23]2[c:24]([F:35])[c:25]([O:31][CH2:32][CH2:33][OH:34])[cH:26][c:27]([O:29][CH3:30])[cH:28]2)[cH:7][cH:8]1)=[N:36][C:37]([c:38]1[cH:39][cH:40][c:41]([CH3:44])[cH:42][cH:43]1)=[O:45].[O:65]=[CH:66][N:67]([CH3:68])[CH3:69]>>[NH2:1][C:2]([c:3]1[cH:4][cH:5][c:6]([NH:9][CH:10]([c:11]2[n:12][n:13](-[c:17]3[n:18][cH:19][cH:20][cH:21][n:22]3)[c:14]([O:16][CH:61]([O:60][C:59]([O:58][CH:53]3[CH:52]([CH3:51])[CH2:57][CH2:56][CH2:55][CH2:54]3)=[O:64])[CH3:62])[n:15]2)[c:23]2[c:24]([F:35])[c:25]([O:31][CH2:32][CH2:33][OH:34])[cH:26][c:27]([O:29][CH3:30])[cH:28]2)[cH:7][cH:8]1)=[N:36][C:37]([c:38]1[cH:39][cH:40][c:41]([CH3:44])[cH:42][cH:43]1)=[O:45]. The reactants are N1CC(CCC1)C1=C2CC(NC2=CC=C1)=O (1,3-dihydro-4-(piperidin-3-yl)-2H-indole-2-one), C(CC)I (n-propyl iodide), C([O-])([O-])=O.[Na+].[Na+] (sodium carbonate). The product is C(CC)N1CC(CCC1)C1=C2CC(NC2=CC=C1)=O (1,3-dihydro-4-(1-propyl-piperidin-3-yl)-2H-indole-2-one). RXN SMILES: [NH:1]1[CH2:6][CH2:5][CH2:4][CH:3]([C:7]2[CH:15]=[CH:14][CH:13]=[C:12]3[C:8]=2[CH2:9][C:10](=[O:16])[NH:11]3)[CH2:2]1.[CH2:17](I)[CH2:18][CH3:19].C(=O)([O-])[O-].[Na+].[Na+]>>[CH2:17]([N:1]1[CH2:6][CH2:5][CH2:4][CH:3]([C:7]2[CH:15]=[CH:14][CH:13]=[C:12]3[C:8]=2[CH2:9][C:10](=[O:16])[NH:11]3)[CH2:2]1)[CH2:18][CH3:19] |f:2.3.4|. Procedure details: 1,3-dihydro-4-(piperidin-3-yl)-2H-indole-2-one and n-propyl iodide in dimethylformaimide were reacted in the presence of sodium carbonate to obtain 1,3-dihydro-4-(1-propyl-piperidin-3-yl)-2H-indole-2-one. A solution of the latter in ether was admixed with an ether solution saturated with hydrogen chloride and the recovered product after crystallization from an isopropanol-methanol mixture melted at 260° C. Reactants: CC1CN(Cc2ccccc2)CC(C)(C)C1=O, CO, [H][H], [OH-], [OH-], [Pd+2]. The product is CC1CNCC(C)(C)C1=O. As a reaction SMILES: [CH2:1]([c:2]1[cH:3][cH:4][cH:5][cH:6][cH:7]1)[N:8]1[CH2:9][C:10]([CH3:16])([CH3:17])[C:11](=[O:15])[CH:12]([CH3:14])[CH2:13]1.[CH3:18][OH:19].[H:20][H:21].[OH-:22].[OH-:23].[Pd+2:24]>>[NH:8]1[CH2:9][C:10]([CH3:16])([CH3:17])[C:11](=[O:15])[CH:12]([CH3:14])[CH2:13]1. Reactants: [N+](=O)([O-])C1=CC=C(S1)C=NO (5-nitro-2-thiophenecarboxaldehyde oxime), ClCC(=O)OCC (ethyl chloroacetate), CC(C)([O-])C.[K+] (Potassium tertiary-butoxide). The solvent is CN(C=O)C (N,N-dimethylformamide), CN(C=O)C (N,N-dimethylformamide). Conditions: temperature -30 celsius, time 30 minute. The product is C(C)OC(CC1=C(SC(=C1)C=NO)[N+](=O)[O-])=O (ethyl-5-[(hydroxyimino)methyl]-2-nitro-3-thiopheneacetate). Yield: 27.1%. RXN SMILES: CC(C)([O-])C.[K+].[N+:7]([C:10]1[S:14][C:13]([CH:15]=[N:16][OH:17])=[CH:12][CH:11]=1)([O-:9])=[O:8].Cl[CH2:19][C:20]([O:22][CH2:23][CH3:24])=[O:21]>CN(C)C=O>[CH2:23]([O:22][C:20](=[O:21])[CH2:19][C:11]1[CH:12]=[C:13]([CH:15]=[N:16][OH:17])[S:14][C:10]=1[N+:7]([O-:9])=[O:8])[CH3:24] |f:0.1|. Reported procedure: Potassium tertiary-butoxide (960 mg, 8.6 mmol) was dissolved in N,N-dimethylformamide (10 ml) and the solution cooled to −30° C. A solution of 5-nitro-2-thiophenecarboxaldehyde oxime (400 mg, 2.86 mmol) and ethyl chloroacetate (356 mg, 2.86 mmol) was added dropwise in dry N,N-dimethylformamide (5 ml) over 5 minutes. The reaction mixture was stirred at −30° C. for 30 minutes then quenched with 2M HCl (50 ml), diluted with ethyl acetate, washed with water, dried over magnesium sulfate and evaporat... Starting materials: C(C1=CC=CC=C1)OC=1C=CC(=NC1)CO (5-benzyloxy-2-pyridinemethanol), BrN1C(CCC1=O)=O (N-bromo succinimide), polymer, C1(=CC=CC=C1)P(C1=CC=CC=C1)C1=CC=CC=C1 (triphenylphosphine). The solvent is ClCCl (dichloromethane). Conditions: time 8 hour. Yields the product C(C1=CC=CC=C1)OC=1C=CC(=NC1)CBr (5-(Benzyloxy)-2-(bromomethyl)pyridine). As a reaction SMILES: [CH2:1]([O:8][C:9]1[CH:10]=[CH:11][C:12]([CH2:15]O)=[N:13][CH:14]=1)[C:2]1[CH:7]=[CH:6][CH:5]=[CH:4][CH:3]=1.[Br:17]N1C(=O)CCC1=O.C1(P(C2C=CC=CC=2)C2C=CC=CC=2)C=CC=CC=1>ClCCl>[CH2:1]([O:8][C:9]1[CH:10]=[CH:11][C:12]([CH2:15][Br:17])=[N:13][CH:14]=1)[C:2]1[CH:7]=[CH:6][CH:5]=[CH:4][CH:3]=1. Procedure details: A mixture of 540 mg (2.51 mmol) 5-benzyloxy-2-pyridinemethanol (prepared according to J. Med. Chem. 1977, 20, 1258-1262), 536 mg N-bromo succinimide (3.01 mmol), and 1.2 g polymer bound triphenylphosphine (loading approx. 3 mmol/g, approx. 3.3 mmol) in dichloromethane (40 mL) was stirred overnight at room temperature. All solids were removed by filtration, and the filtrate was washed with aqueous sodium bicarbonate and water, and than concentrated in vacuo. The crude product (540 mg of a slightl...